From a dataset of the Open Reaction Database (ORD), a public repository of structured organic reaction records. describe an organic reaction: reactants, conditions, products, and yield Starting materials: NC1=C(C(=O)O)C=CC(=C1)F (2-amino-4-fluorobenzoic acid), C(=O)N (formamide), O (water). Yields the product FC1=CC=C2C(NC=NC2=C1)=O (7-fluoro-3,4-dihydroquinazolin-4-one). Reaction SMILES: [NH2:1][C:2]1[CH:10]=[C:9]([F:11])[CH:8]=[CH:7][C:3]=1[C:4](O)=[O:5].O.[CH:13]([NH2:15])=O>>[F:11][C:9]1[CH:10]=[C:2]2[C:3]([C:4](=[O:5])[NH:15][CH:13]=[N:1]2)=[CH:7][CH:8]=1. Procedure details: A solution of 2-amino-4-fluorobenzoic acid (3 g) in formamide (30 ml) was heated to 150° C. for 6 hour. The reaction mixture was poured onto a 1:1 mixture of ice and water (250 ml) and the precipitated solid was collected, washed with water and dried to give 7-fluoro-3,4-dihydroquinazolin-4-one (2.6 g). Reactants: C(C)OC(=O)C1=NC=2C(NC3=C(NC2S1)C=CC=C3)=S (10-thioxo-9,10-dihydro-4H-3-thia-1,4,9-triaza-benzo[f]azulene-2-carboxylic acid ethyl ester), FC(S(=O)(=O)OC)(F)F (methyl trifluoromethanesulfonate), COCC[C@@H]1NCCNC1 ((S)-2-(2-methoxy-ethyl)-piperazine). Solvent: C(Cl)Cl (CH2Cl2), N1=CC=CC=C1 (pyridine). Reaction conditions: temperature 0 celsius, time 0.5 hour. Product: C(C)OC(=O)C1=NC=2C(=NC3=C(NC2S1)C=CC=C3)N3C[C@@H](NCC3)CCOC ((S)-10-[3-(2-Methoxy-ethyl)-piperazin-1-yl]-4H-3-thia-1,4,9-triaza-benzo[f]azulene-2-carboxylic acid ethyl ester). As a reaction SMILES: [CH2:1]([O:3][C:4]([C:6]1[S:15][C:14]2[NH:13][C:12]3[CH:16]=[CH:17][CH:18]=[CH:19][C:11]=3[NH:10][C:9](=S)[C:8]=2[N:7]=1)=[O:5])[CH3:2].FC(F)(F)S(OC)(=O)=O.[CH3:30][O:31][CH2:32][CH2:33][C@H:34]1[CH2:39][NH:38][CH2:37][CH2:36][NH:35]1>C(Cl)Cl.N1C=CC=CC=1>[CH2:1]([O:3][C:4]([C:6]1[S:15][C:14]2[NH:13][C:12]3[CH:16]=[CH:17][CH:18]=[CH:19][C:11]=3[N:10]=[C:9]([N:38]3[CH2:37][CH2:36][NH:35][C@@H:34]([CH2:33][CH2:32][O:31][CH3:30])[CH2:39]3)[C:8]=2[N:7]=1)=[O:5])[CH3:2]. Procedure: Combine 10-thioxo-9,10-dihydro-4H-3-thia-1,4,9-triaza-benzo[f]azulene-2-carboxylic acid ethyl ester (3.59 g, 11.76 mmol) in 25 mL CH2Cl2 and add methyl trifluoromethanesulfonate (2.41 g, 14.7 mmol) dropwise at 0° C., stir at 0° C. for half hour, and warm to RT. After 2 h, concentrate the reaction mixture under reduced pressure, mix with (S)-2-(2-methoxy-ethyl)-piperazine (0.1.47 g, 10.2 mmol) in 20 mL pyridine and heat to 100° C. After 4 hours, cool the reaction to RT, and concentrate to a resid...